Task: describe an organic reaction: reactants, conditions, products, and yield. Dataset: the Open Reaction Database (ORD), a public repository of structured organic reaction records Reactants: O=C([O-])[O-], CCOC(=O)CC1OB(O)c2cc(O)cc(C)c21, Clc1nsc(Cl)n1, Cl, [Cs+], [Cs+], CN(C)C=O, O. Product: CCOC(=O)CC1OB(O)c2cc(Oc3nc(Cl)ns3)cc(C)c21. Reaction SMILES: [C:26](=[O:27])([O-:28])[O-:29].[CH2:1]([CH3:2])[O:3][C:4]([CH2:5][CH:6]1[c:7]2[c:8]([cH:12][c:13]([OH:17])[cH:14][c:15]2[CH3:16])[B:9]([OH:11])[O:10]1)=[O:18].[Cl:19][c:20]1[n:21][s:22][c:23]([Cl:25])[n:24]1.[ClH:32].[Cs+:30].[Cs+:31].[O:33]=[CH:34][N:35]([CH3:36])[CH3:37].[OH2:38]>>[CH2:1]([CH3:2])[O:3][C:4]([CH2:5][CH:6]1[c:7]2[c:8]([cH:12][c:13]([O:17][c:23]3[s:22][n:21][c:20]([Cl:19])[n:24]3)[cH:14][c:15]2[CH3:16])[B:9]([OH:11])[O:10]1)=[O:18]. Starting materials: CC#N, Oc1ccccc1C(F)(F)F, O, O=[N+]([O-])O. Yields the product O=[N+]([O-])c1cccc(C(F)(F)F)c1O. Reaction SMILES: [CH3:16][C:17]#[N:18].[F:5][C:6]([c:7]1[c:8]([OH:13])[cH:9][cH:10][cH:11][cH:12]1)([F:14])[F:15].[OH2:19].[OH:1][N+:2]([O-:3])=[O:4]>>[O-:1][N+:2](=[O:4])[c:9]1[c:8]([OH:13])[c:7]([C:6]([F:5])([F:14])[F:15])[cH:12][cH:11][cH:10]1. Starting materials: C(C)C=1C=NC(=NC1)C=1C=C2CC[C@H](C2=CC1)N1CC2(C1)CCN(CC2)C(=O)OC(C)(C)C (tert-butyl 2-[(1R)-5-(5-ethylpyrimidin-2-yl)-2,3-dihydro-1H-inden-1-yl]-2,7-diazaspiro[3.5]nonane-7-carboxylate), Cl (HCl), CO (methanol). Run in O1CCOCC1 (dioxane). Run at time 40 minute. Yields the product Cl.Cl.C(C)C=1C=NC(=NC1)C=1C=C2CC[C@H](C2=CC1)N1CC2(C1)CCNCC2 (2-[(1R)-5-(5-Ethylpyrimidin-2-yl)-2,3-dihydro-1H-inden-1-yl]-2,7-diazaspiro[3.5]nonane dihydrochloride). The yield is 100.0%. Reaction SMILES: [CH2:1]([C:3]1[CH:4]=[N:5][C:6]([C:9]2[CH:10]=[C:11]3[C:15](=[CH:16][CH:17]=2)[C@H:14]([N:18]2[CH2:21][C:20]4([CH2:26][CH2:25][N:24](C(OC(C)(C)C)=O)[CH2:23][CH2:22]4)[CH2:19]2)[CH2:13][CH2:12]3)=[N:7][CH:8]=1)[CH3:2].[ClH:34].CO>O1CCOCC1>[ClH:34].[ClH:34].[CH2:1]([C:3]1[CH:4]=[N:5][C:6]([C:9]2[CH:10]=[C:11]3[C:15](=[CH:16][CH:17]=2)[C@H:14]([N:18]2[CH2:21][C:20]4([CH2:26][CH2:25][NH:24][CH2:23][CH2:22]4)[CH2:19]2)[CH2:13][CH2:12]3)=[N:7][CH:8]=1)[CH3:2] |f:4.5.6|. Procedure: To a flask charged with tert-butyl 2-[(1R)-5-(5-ethylpyrimidin-2-yl)-2,3-dihydro-1H-inden-1-yl]-2,7-diazaspiro[3.5]nonane-7-carboxylate (3-1b, 583 mg, 1.39 mmol) was added 8.0 mL of 4N HCl in dioxane at room temperature. A yellow precipitate formed immediately after the addition. The mixture was stirred at room temperature for 40 minutes. Anhydrous methanol (4 mL) was added to solublize the reaction. The resulting solution was stirred at room temperature for 4 hours. Solvent and excess HCl were ... Reactants: C(C)(C)C1=CC=2C(=CN=C(C2)OC)N1 (2-isopropyl-5-methoxy-1H-pyrrolo[2,3-c]pyridine), C(C)(C)C1=CC=2C(=CN=C(C2)OC)N1 (2-isopropyl-5-methoxy-1H-pyrrolo[2,3-c]pyridine), CN(C)C=O (DMF), O=P(Cl)(Cl)Cl (POCl3), CN(C)C=O (DMF). Run at temperature 90 celsius, time 0.5 hour. Product: C(C)(C)C1=C(C=2C(=CN=C(C2)OC)N1)C=O (2-Isopropyl-5-methoxy-1H-pyrrolo[2,3-c]pyridine-3-carbaldehyde). RXN SMILES: O=P(Cl)(Cl)Cl.[CH:6]([C:9]1[NH:19][C:12]2=[CH:13][N:14]=[C:15]([O:17][CH3:18])[CH:16]=[C:11]2[CH:10]=1)([CH3:8])[CH3:7].CN([CH:23]=[O:24])C>>[CH:6]([C:9]1[NH:19][C:12]2=[CH:13][N:14]=[C:15]([O:17][CH3:18])[CH:16]=[C:11]2[C:10]=1[CH:23]=[O:24])([CH3:8])[CH3:7]. Reported procedure: POCl3 (1.1 ml, 12.5 mmol) was added to anhydrous DMF (10 ml) at 0° C. slowly and stirred for 0.5 h. This was added to a solution of 2-isopropyl-5-methoxy-1H-pyrrolo[2,3-c]pyridine (Compound 5, 468 mg, 2.5 mmol) in anhydrous DMF (15 ml) at room temperature. The mixture was then heated to 90° C. for 2 h and cooled to room temperature, quenched cautiously with aqueous Na2CO3, extracted with EtOAc (×4). The combined organic layer was washed with brine, dried over Na2SO4, and concentrated in vacuo. T...